From a dataset of the Open Reaction Database (ORD), a public repository of structured organic reaction records. describe an organic reaction: reactants, conditions, products, and yield The reactants are CC1=C(N(C2=C1C=C(C=C2)O)CC3=CC=C(C=C3)OCCN4CCCCCC4)C5=CC=C(C=C5)O.Cl (Bazedoxifene hydrochloride), C(C)(=O)OCC (ethyl acetate), CC(=O)C (acetone), [OH-].[Na+] (sodium hydroxide). Run in O (water). Yields the product CC=1C=2C=C(C=CC2N(C1C=3C=CC(=CC3)O)CC=4C=CC(=CC4)OCCN5CCCCCC5)O (bazedoxifene). Isolated yield 97.0%. Reaction SMILES: [CH3:1][C:2]1[C:6]2[CH:7]=[C:8]([OH:11])[CH:9]=[CH:10][C:5]=2[N:4]([CH2:12][C:13]2[CH:18]=[CH:17][C:16]([O:19][CH2:20][CH2:21][N:22]3[CH2:28][CH2:27][CH2:26][CH2:25][CH2:24][CH2:23]3)=[CH:15][CH:14]=2)[C:3]=1[C:29]1[CH:34]=[CH:33][C:32]([OH:35])=[CH:31][CH:30]=1.Cl.C(OCC)(=O)C.CC(C)=O.[OH-].[Na+]>O>[CH3:1][C:2]1[C:6]2[CH:7]=[C:8]([OH:11])[CH:9]=[CH:10][C:5]=2[N:4]([CH2:12][C:13]2[CH:14]=[CH:15][C:16]([O:19][CH2:20][CH2:21][N:22]3[CH2:23][CH2:24][CH2:25][CH2:26][CH2:27][CH2:28]3)=[CH:17][CH:18]=2)[C:3]=1[C:29]1[CH:34]=[CH:33][C:32]([OH:35])=[CH:31][CH:30]=1 |f:0.1,4.5|. Procedure details: Bazedoxifene hydrochloride (2 g), ethyl acetate (20 mL) and acetone (30 mL) are mixed. To the mixture, 10% aqueous sodium hydroxide solution (5 mL) is drop-wise added followed by addition of water (120 mL) and stirring is continued at room temperature for solid formation. The solid so formed is collected by filtration, washed with water (20 mL) and dried under vacuum below 75° C. for about 6-8 hours to afford 1.8 g of crystalline bazedoxifene free base Form A. Reactants: S1C(=CC=C1)CC(=O)Cl (2-thiopheneacetyl chloride), NC=1C(=C2/C(/C(NC2=CC1)=O)=C/C=1NC=CC1OC)C#CC=1C=NC=CC1 ((Z)-5-amino-1,3-dihydro-3-[(3-methoxy-1H-pyrrol-2-yl)methylene]-4-[(3-pyridinyl)ethynyl]-2H-indol-2-one). The solvent is C1CCOC1 (THF), C([O-])(O)=O.[Na+] (sodium bicarbonate). Yields the product COC1=C(NC=C1)\C=C\1/C(NC2=CC=C(C(=C12)C#CC=1C=NC=CC1)NC(CC=1SC=CC1)=O)=O ((Z)-N-[2,3-dihydro-3-[(3-methoxy-1H-pyrrol-2-yl)methylene]-2-oxo-4-[(3-pyridinyl)ethynyl]-1H-indol-5-yl]-2-thiopheneacetamide). Reaction SMILES: [NH2:1][C:2]1[C:3]([C:20]#[C:21][C:22]2[CH:23]=[N:24][CH:25]=[CH:26][CH:27]=2)=[C:4]2[C:8](=[CH:9][CH:10]=1)[NH:7][C:6](=[O:11])/[C:5]/2=[CH:12]\[C:13]1[NH:14][CH:15]=[CH:16][C:17]=1[O:18][CH3:19].[S:28]1[CH:32]=[CH:31][CH:30]=[C:29]1[CH2:33][C:34](Cl)=[O:35]>C1COCC1.C(=O)(O)[O-].[Na+]>[CH3:19][O:18][C:17]1[CH:16]=[CH:15][NH:14][C:13]=1/[CH:12]=[C:5]1\[C:6](=[O:11])[NH:7][C:8]2[C:4]\1=[C:3]([C:20]#[C:21][C:22]1[CH:23]=[N:24][CH:25]=[CH:26][CH:27]=1)[C:2]([NH:1][C:34](=[O:35])[CH2:33][C:29]1[S:28][CH:32]=[CH:31][CH:30]=1)=[CH:10][CH:9]=2 |f:3.4|. Procedure details: Using Method M above, (Z)-5-amino-1,3-dihydro-3-[(3-methoxy-1H-pyrrol-2-yl)methylene]-4-[(3-pyridinyl)ethynyl]-2H-indol-2-one (18 mg, 0.051 mmol) (from Example 69) was coupled with 2-thiopheneacetyl chloride (16.2 mg, 0.10 mmol) (Aldrich) in THF (2 mL) and saturated aqueous sodium bicarbonate (1 mL) at room temperature for 1 h, to yield (Z)-N-[2,3-dihydro-3-[(3-methoxy-1H-pyrrol-2-yl)methylene]-2-oxo-4-[(3-pyridinyl)ethynyl]-1H-indol-5-yl]-2-thiopheneacetamide. (Yield 7.7 mg, 32%). Starting materials: CC(C)(C)[Si](C)(C)OCCc1ccc(-n2cnc(-c3ccccc3)c2)cc1, CI. Product: Cc1nc(-c2ccccc2)cn1-c1ccc(CCO[Si](C)(C)C(C)(C)C)cc1. As a reaction SMILES: [C:1]([CH3:2])([CH3:3])([CH3:4])[Si:5]([O:6][CH2:7][CH2:8][c:9]1[cH:10][cH:11][c:12](-[n:15]2[cH:16][n:17][c:18](-[c:20]3[cH:21][cH:22][cH:23][cH:24][cH:25]3)[cH:19]2)[cH:13][cH:14]1)([CH3:26])[CH3:27].[CH3:28][I:29]>>[C:1]([CH3:2])([CH3:3])([CH3:4])[Si:5]([O:6][CH2:7][CH2:8][c:9]1[cH:10][cH:11][c:12](-[n:15]2[c:16]([CH3:28])[n:17][c:18](-[c:20]3[cH:21][cH:22][cH:23][cH:24][cH:25]3)[cH:19]2)[cH:13][cH:14]1)([CH3:26])[CH3:27]. Yield: 54.1%. Reaction SMILES: [NH2:1][CH2:2][C:3]#[C:4][CH2:5][N:6]1[CH2:11][CH2:10][N:9]([C:12]2[CH:17]=[CH:16][CH:15]=[CH:14][C:13]=2[O:18][CH3:19])[CH2:8][CH2:7]1.[H-].[Al+3].[Li+].[H-].[H-].[H-].O.[OH-].[Na+]>O1CCCC1>[NH2:1][CH2:2]/[CH:3]=[CH:4]/[CH2:5][N:6]1[CH2:11][CH2:10][N:9]([C:12]2[CH:17]=[CH:16][CH:15]=[CH:14][C:13]=2[O:18][CH3:19])[CH2:8][CH2:7]1 |f:1.2.3.4.5.6,8.9|. Reaction conditions: time 20 hour. Reactants: NCC#CCN1CCN(CC1)C1=C(C=CC=C1)OC (1-amino-4-[4-(2-methoxyphenyl)-1-piperazinyl]-2-butyne), [H-].[Al+3].[Li+].[H-].[H-].[H-] (lithium aluminum hydride), O (Water), [OH-].[Na+] (sodium hydroxide), O (water). Reported procedure: A solution of 1-amino-4-[4-(2-methoxyphenyl)-1-piperazinyl]-2-butyne (13.4 g) in tetrahydrofuran (150 ml) was added dropwise over 45 mins to a suspension of lithium aluminum hydride (3.91 g) in tetrahydrofuran (500 ml), while the reaction temperature was maintained below 5° C. The reaction mixture was allowed to warm to room temperature and was stirred at room temperature for 20 hrs. Water (3.9 ml), 15% aqueous sodium hydroxide (3.9 ml) and water (12 ml) were added sequentially, while the reacti... The product is NC\C=C\CN1CCN(CC1)C1=C(C=CC=C1)OC (E-1-Amino-4-[4-(2-methoxyphenyl)-1-piperazinyl]-2-butene). The solvent is O1CCCC1 (tetrahydrofuran), O1CCCC1 (tetrahydrofuran). Reactants: [Cl-] (chloride), NC=1C=C(C=CC1F)CC(=O)OC (methyl 3-amino-4-fluorophenylacetate). Solvent: N1=CC=CC=C1 (pyridine). Conditions: time 30 minute. Product: FC1=C(C=C(C=C1)CC(=O)OC)NC(CC(C)C)=O (methyl 4-fluoro-3-(3-methylbutyramido)phenylacetate). Isolated yield 166.0%. Reaction SMILES: [Cl-].[NH2:2][C:3]1[CH:4]=[C:5]([CH2:10][C:11]([O:13][CH3:14])=[O:12])[CH:6]=[CH:7][C:8]=1[F:9]>N1C=CC=CC=1>[F:9][C:8]1[CH:7]=[CH:6][C:5]([CH2:10][C:11]([O:13][CH3:14])=[O:12])=[CH:4][C:3]=1[NH:2][C:11](=[O:12])[CH2:10][CH:5]([CH3:6])[CH3:4]. Procedure: Isovaleryll chloride (2.93 ml, 2.90 g, 0.024 mol) was added, dropwise, to a chilled (ice-bath) solution of methyl 3-amino-4-fluorophenylacetate (4.00 g, 0.022 mol) in pyridine (16 ml) and, once the addition was complete, the cooling bath was removed and the reaction mixture was stirred at room temperature for 30 minutes. The mixture was diluted with water and extracted with ethyl acetate. The organic extract was washed with water, dried over anhydrous magnesium sulfate, filtered and the filtrate... The reactants are C1(CCCCCC1)C1=C(C=CC=C1)N (2-cycloheptylphenylamine), Cl.ClCCNCCCl (bis(2-chloroethyl)amine hydrochloride). Run in ClC1=C(C=CC=C1)Cl (1,2-dichlorobenzene). Reaction conditions: temperature 200 celsius, time 8 hour. Yields the product C1(CCCCCC1)C1=C(C=CC=C1)N1CCNCC1 (1-(2-Cycloheptylphenyl)piperazine). Isolated yield 73.3%. RXN SMILES: [CH:1]1([C:8]2[CH:13]=[CH:12][CH:11]=[CH:10][C:9]=2[NH2:14])[CH2:7][CH2:6][CH2:5][CH2:4][CH2:3][CH2:2]1.Cl.Cl[CH2:17][CH2:18][NH:19][CH2:20][CH2:21]Cl>ClC1C=CC=CC=1Cl>[CH:1]1([C:8]2[CH:13]=[CH:12][CH:11]=[CH:10][C:9]=2[N:14]2[CH2:21][CH2:20][NH:19][CH2:18][CH2:17]2)[CH2:2][CH2:3][CH2:4][CH2:5][CH2:6][CH2:7]1 |f:1.2|. Procedure details: To a solution of the 2-cycloheptylphenylamine (539 mg, 2.85 mmol) produced in Example (44b) in 1,2-dichlorobenzene (7 mL) was added bis(2-chloroethyl)amine hydrochloride (610 mg, 3.42 mmol), and the mixture was stirred at an external temperature of 200° C. under a nitrogen atmosphere. During the reaction, a nitrogen stream was blown into the reactor to remove the hydrogen chloride gas in the reactor. This procedure was repeated several times. After 8 hours, the mixture was air-cooled to room tem... Starting materials: FC=1C(=C(C(=O)O)C=CC1S(=O)(=O)C)C (3-fluoro-2-methyl-4-(methylsulfonyl)benzoic acid), C(C(C)C)N (isobutylamine), S(O)(O)(=O)=O (sulfuric acid). Reaction conditions: time 8 day. The product is C(C(C)C)NC=1C(=C(C(=O)O)C=CC1S(=O)(=O)C)C (3-Isobutylamino-2-methyl-4-(methylsulfonyl)benzoic acid). RXN SMILES: F[C:2]1[C:3]([CH3:15])=[C:4]([CH:8]=[CH:9][C:10]=1[S:11]([CH3:14])(=[O:13])=[O:12])[C:5]([OH:7])=[O:6].[CH2:16]([NH2:20])[CH:17]([CH3:19])[CH3:18].S(=O)(=O)(O)O>>[CH2:16]([NH:20][C:2]1[C:3]([CH3:15])=[C:4]([CH:8]=[CH:9][C:10]=1[S:11]([CH3:14])(=[O:13])=[O:12])[C:5]([OH:7])=[O:6])[CH:17]([CH3:19])[CH3:18]. Procedure details: 2.0 g (9 mmol) of 3-fluoro-2-methyl-4-(methylsulfonyl)benzoic acid were dissolved in 26.5 ml (267 mmol) of isobutylamine. The mixture was heated at reflux with stirring for 8 days, cooled to RT, acidified with 10% strength sulfuric acid and extracted twice with ethyl acetate. The combined organic phases were dried over MgSO4, and the solvent was removed under reduced pressure. This gave 2.4 g of a colorless solid of a purity of 98%.